Dataset: the Open Reaction Database (ORD), a public repository of structured organic reaction records. Task: describe an organic reaction: reactants, conditions, products, and yield Starting materials: C(C1=CC=CC=C1)N1C=C(C(C2=CC(=C(C=C12)Cl)F)=O)C(=O)O (1-benzyl-7-chloro-6-fluoro-4-oxo-1,4-dihydro-quinoline-3-carboxylic acid), CN1CCNCC1 (1-methylpiperazine). Solvent: N1=CC=CC=C1 (pyridine). Yields the product C(C1=CC=CC=C1)N1C=C(C(C2=CC(=C(C=C12)N1CCN(CC1)C)F)=O)C(=O)O (1-benzyl-6-fluoro-7-(4-methylpiperazinyl)-4-oxo-1,4-dihydro-quinoline-3-carboxylic acid). Reaction SMILES: [CH2:1]([N:8]1[C:17]2[C:12](=[CH:13][C:14]([F:19])=[C:15](Cl)[CH:16]=2)[C:11](=[O:20])[C:10]([C:21]([OH:23])=[O:22])=[CH:9]1)[C:2]1[CH:7]=[CH:6][CH:5]=[CH:4][CH:3]=1.[CH3:24][N:25]1[CH2:30][CH2:29][NH:28][CH2:27][CH2:26]1>N1C=CC=CC=1>[CH2:1]([N:8]1[C:17]2[C:12](=[CH:13][C:14]([F:19])=[C:15]([N:28]3[CH2:29][CH2:30][N:25]([CH3:24])[CH2:26][CH2:27]3)[CH:16]=2)[C:11](=[O:20])[C:10]([C:21]([OH:23])=[O:22])=[CH:9]1)[C:2]1[CH:7]=[CH:6][CH:5]=[CH:4][CH:3]=1. Reported procedure: 1.65 g (0.005 mol) of 1-benzyl-7-chloro-6-fluoro-4-oxo-1,4-dihydro-quinoline-3-carboxylic acid, 2.5 cm3 of 1-methylpiperazine and 12 cm3 of pyridine were heated under reflux for 9 hours. The reaction product was isolated as indicated in Example 35 and purified by recrystallisation from methylcellosolve (20 cm3). 1 g of 1-benzyl-6-fluoro-7-(4-methylpiperazinyl)-4-oxo-1,4-dihydro-quinoline-3-carboxylic acid, m.p. 266° C., was obtained. The reactants are [N+](=O)([O-])C1=CC=C(COC(=O)N2CCC(CC2)=O)C=C1 (1-p-nitrobenzyloxycarbonyl-4-piperidone), CSCS(=O)C (methyl methylthiomethyl sulfoxide), C(CCC)[Li] (n-butyl lithium). Run in ClCCl (dichloromethane), O (water), O1CCCC1 (tetrahydrofuran), O1CCCC1 (tetrahydrofuran), CCCCCC (hexane). Reaction conditions: time 20 minute. Product: [N+](=O)([O-])C1=CC=C(COC(=O)N2CCC(CC2)(CSCS(=O)C)O)C=C1 (1-p-nitrobenzyloxycarbonyl-4-hydroxy-4-methylsulfinylmethylthiomethylpiperidine). As a reaction SMILES: [CH3:1][S:2][CH2:3][S:4]([CH3:6])=[O:5].C([Li])CCC.[N+:12]([C:15]1[CH:31]=[CH:30][C:18]([CH2:19][O:20][C:21]([N:23]2[CH2:28][CH2:27][C:26](=[O:29])[CH2:25][CH2:24]2)=[O:22])=[CH:17][CH:16]=1)([O-:14])=[O:13]>O1CCCC1.CCCCCC.ClCCl.O>[N+:12]([C:15]1[CH:16]=[CH:17][C:18]([CH2:19][O:20][C:21]([N:23]2[CH2:24][CH2:25][C:26]([OH:29])([CH2:1][S:2][CH2:3][S:4]([CH3:6])=[O:5])[CH2:27][CH2:28]2)=[O:22])=[CH:30][CH:31]=1)([O-:14])=[O:13]. Procedure: To methyl methylthiomethyl sulfoxide (2.23 g) in dry tetrahydrofuran (10 ml) was added dropwise n-butyl lithium (1.15 g) in dry hexane (11.6 ml) at -60° to -70° C. under nitrogen atmosphere and the mixture was stirred for 20 minutes at the same temperature. Subsequently, 1-p-nitrobenzyloxycarbonyl-4-piperidone (5.0 g) in dry tetrahydrofuran (30 ml) was added dropwise thereto at -55° to -70° C. under nitrogen atmosphere. The reaction mixture was diluted with dichloromethane (200 ml) and water (21... The reactants are CC1(OC2=C(C(=CC(=C2)C(C)CCCCCCCCCCCC)O)C=2C1=CC=NC2)C (5,5-dimethyl-10-hydroxy-8-(2-tetradecyl)-5H-[1]benzopyrano[3,4-d]pyridine), Cl.N1(CCCCC1)CCCC(=O)O (γ-piperidinobutyric acid hydrochloride), C1(CCCCC1)N=C=NC1CCCCC1 (dicyclohexyl carbodiimide). Yields the product Cl.CC1(OC2=C(C(=CC(=C2)C(C)CCCCCCCCCCCC)OC(CCCN2CCCCC2)=O)C=2C1=CC=NC2)C (5,5-Dimethyl-8-(2-tetradecyl)-10-[4-(piperidino)butyryloxy]-5H-[1]benzopyrano[3,4-d]pyridine hydrochloride). RXN SMILES: [CH3:1][C:2]1([CH3:31])[C:26]2=[CH:27][CH:28]=[N:29][CH:30]=[C:25]2[C:5]2[C:6]([OH:24])=[CH:7][C:8]([CH:10]([CH2:12][CH2:13][CH2:14][CH2:15][CH2:16][CH2:17][CH2:18][CH2:19][CH2:20][CH2:21][CH2:22][CH3:23])[CH3:11])=[CH:9][C:4]=2[O:3]1.[ClH:32].[N:33]1([CH2:39][CH2:40][CH2:41][C:42](O)=[O:43])[CH2:38][CH2:37][CH2:36][CH2:35][CH2:34]1.C1(N=C=NC2CCCCC2)CCCCC1>>[ClH:32].[CH3:31][C:2]1([CH3:1])[C:26]2=[CH:27][CH:28]=[N:29][CH:30]=[C:25]2[C:5]2[C:6]([O:24][C:42](=[O:43])[CH2:41][CH2:40][CH2:39][N:33]3[CH2:38][CH2:37][CH2:36][CH2:35][CH2:34]3)=[CH:7][C:8]([CH:10]([CH2:12][CH2:13][CH2:14][CH2:15][CH2:16][CH2:17][CH2:18][CH2:19][CH2:20][CH2:21][CH2:22][CH3:23])[CH3:11])=[CH:9][C:4]=2[O:3]1 |f:1.2,4.5|. Procedure: 5,5-Dimethyl-8-(2-tetradecyl)-10-[4-(piperidino)butyryloxy]-5H-[1]benzopyrano[3,4-d]pyridine hydrochloride is prepared according to the method of Example 29 by reacting equimolar quantities of 5,5-dimethyl-10-hydroxy-8-(2-tetradecyl)-5H-[1]benzopyrano[3,4-d]pyridine and γ-piperidinobutyric acid hydrochloride in the presence of dicyclohexyl carbodiimide. Starting materials: Brc1cncc(N2CCOCC2)c1, [Li]CCCC, CCCCCC, CN(C)C=O. Yields the product O=Cc1cncc(N2CCOCC2)c1. As a reaction SMILES: [Br:1][c:2]1[cH:3][c:4]([N:8]2[CH2:9][CH2:10][O:11][CH2:12][CH2:13]2)[cH:5][n:6][cH:7]1.[CH2:14]([Li:15])[CH2:16][CH2:17][CH3:18].[CH3:24][CH2:25][CH2:26][CH2:27][CH2:28][CH3:29].[O:19]=[CH:20][N:21]([CH3:22])[CH3:23]>>[c:2]1([CH:20]=[O:19])[cH:3][c:4]([N:8]2[CH2:9][CH2:10][O:11][CH2:12][CH2:13]2)[cH:5][n:6][cH:7]1. The reactants are C(NN)(=O)OCC (ethyl carbazate), CO (MeOH), Cl.C(CCCC)(OCC)=N (ethyl valerimidate hydrochloride), C(Cl)Cl (CH2Cl2). Run in C(C)O (ethanol), C(C)O (ethanol). Run at time 20 minute. Product: C(=O)(OCC)NN=C(CCCC)OCC (Ethyl Valerate Carbethoxyhydrazone). Reaction SMILES: Cl.[C:2](=[NH:10])([O:7][CH2:8][CH3:9])[CH2:3][CH2:4][CH2:5][CH3:6].[C:11]([O:15][CH2:16][CH3:17])(=[O:14])[NH:12]N.C(Cl)Cl.CO>C(O)C>[C:11]([NH:12][N:10]=[C:2]([O:7][CH2:8][CH3:9])[CH2:3][CH2:4][CH2:5][CH3:6])([O:15][CH2:16][CH3:17])=[O:14] |f:0.1|. Procedure: To a solution of 7.0 g (25.3 mmole) of ethyl valerimidate hydrochloride [prepared by method of A. J. Hill and I. Rabinowitz, J. Am. Chem. Soc., 48, 734 (1926)] in 35 ml of dry ethanol stirred under N2 at -78° C. was added dropwise a solution of 24 g (23 mmole) of ethyl carbazate in 35 ml of dry ethanol. Precipitation occurred during the addition, which took 20 minutes and was accompanied by a rise in the internal temperature to -50° C. The mixture was allowed to stand at 5° C. for 60 hours and t... The solvent is C(C)#N (acetonitrile). Starting materials: C(#N)C(C1=CC=CC=C1)(C1=CC=CC=C1)C1CNCCC1 (3-(R,S)-(1-cyano-1,1-diphenylmethyl)piperidine), C(N)(=O)C1=CC=C(CCBr)C=C1 (4-carbamoylphenethyl bromide), C([O-])([O-])=O.[K+].[K+] (potassium carbonate). As a reaction SMILES: [C:1]([C:3]([CH:16]1[CH2:21][CH2:20][CH2:19][NH:18][CH2:17]1)([C:10]1[CH:15]=[CH:14][CH:13]=[CH:12][CH:11]=1)[C:4]1[CH:9]=[CH:8][CH:7]=[CH:6][CH:5]=1)#[N:2].[C:22]([C:25]1[CH:33]=[CH:32][C:28]([CH2:29][CH2:30]Br)=[CH:27][CH:26]=1)(=[O:24])[NH2:23].C(=O)([O-])[O-].[K+].[K+]>C(#N)C>[C:1]([C:3]([CH:16]1[CH2:21][CH2:20][CH2:19][N:18]([CH2:30][CH2:29][C:28]2[CH:32]=[CH:33][C:25]([C:22](=[O:24])[NH2:23])=[CH:26][CH:27]=2)[CH2:17]1)([C:10]1[CH:11]=[CH:12][CH:13]=[CH:14][CH:15]=1)[C:4]1[CH:9]=[CH:8][CH:7]=[CH:6][CH:5]=1)#[N:2] |f:2.3.4|. Product: C(#N)C(C1=CC=CC=C1)(C1=CC=CC=C1)C1CN(CCC1)CCC1=CC=C(C=C1)C(N)=O (3-(R, S)-(1-Cyano-1,1-diphenylmethyl)-1-(4-carbamoylphenethyl)piperidine). Procedure details: A mixture containing 3-(R,S)-(1-cyano-1,1-diphenylmethyl)piperidine (0.303 g), 4-carbamoylphenethyl bromide (0.275 g--see Preparation 5), anhydrous potassium carbonate (0.4 g) and acetonitrile (10 ml) was heated under reflux for 5 hours. The mixture was concentrated in vacuo and the residue partitioned between dichloromethane (50 ml) and 10% aqueous potassium carbonate (50 ml). The layers were separated and the aqueous layer extracted with dichloromethane (3×20 ml). The combined dichloromethane ... Reactants: CC(=O)O, CN(C)c1ccccn1, CN(C)C=O, C(=NC1CCCCC1)=NC1CCCCC1, O=C1CC(=O)CC(c2sccc2Cl)C1. Product: CC(O)=C1C(=O)CC(c2sccc2Cl)CC1=O. RXN SMILES: [CH3:15][C:16]([OH:17])=[O:18].[CH3:19][N:20]([c:21]1[cH:22][cH:23][cH:24][cH:25][n:26]1)[CH3:27].[CH3:43][N:44]([CH3:45])[CH:46]=[O:47].[CH:28]1([N:29]=[C:30]=[N:31][CH:32]2[CH2:33][CH2:34][CH2:35][CH2:36][CH2:37]2)[CH2:38][CH2:39][CH2:40][CH2:41][CH2:42]1.[Cl:1][c:2]1[c:3]([CH:7]2[CH2:8][C:9](=[O:14])[CH2:10][C:11](=[O:13])[CH2:12]2)[s:4][cH:5][cH:6]1>>[Cl:1][c:2]1[c:3]([CH:7]2[CH2:8][C:9](=[O:14])[C:10](=[C:16]([CH3:15])[OH:17])[C:11](=[O:13])[CH2:12]2)[s:4][cH:5][cH:6]1.